describe an organic reaction: reactants, conditions, products, and yield From a dataset of the Open Reaction Database (ORD), a public repository of structured organic reaction records. Reactants: [BH4-], C1CCOC1, C=CCOc1ccc(SC)c(OC)c1, CCOC(C)=O, Cl, [Na+], O, c1ccc(P(c2ccccc2)(c2ccccc2)[Pd](P(c2ccccc2)(c2ccccc2)c2ccccc2)(P(c2ccccc2)(c2ccccc2)c2ccccc2)P(c2ccccc2)(c2ccccc2)c2ccccc2)cc1. The product is COc1cc(O)ccc1SC. As a reaction SMILES: [BH4-:1].[CH2:19]1[O:20][CH2:21][CH2:22][CH2:23]1.[CH2:3]([CH:4]=[CH2:5])[O:6][c:7]1[cH:8][c:9]([O:15][CH3:16])[c:10]([S:13][CH3:14])[cH:11][cH:12]1.[CH3:101][CH2:102][O:103][C:104]([CH3:105])=[O:106].[ClH:17].[Na+:2].[OH2:18].[cH:24]1[cH:25][cH:26][c:27]([P:28]([Pd:29]([P:30]([c:31]2[cH:32][cH:33][cH:34][cH:35][cH:36]2)([c:37]2[cH:38][cH:39][cH:40][cH:41][cH:42]2)[c:43]2[cH:44][cH:45][cH:46][cH:47][cH:48]2)([P:49]([c:50]2[cH:51][cH:52][cH:53][cH:54][cH:55]2)([c:56]2[cH:57][cH:58][cH:59][cH:60][cH:61]2)[c:62]2[cH:63][cH:64][cH:65][cH:66][cH:67]2)[P:68]([c:69]2[cH:70][cH:71][cH:72][cH:73][cH:74]2)([c:75]2[cH:76][cH:77][cH:78][cH:79][cH:80]2)[c:81]2[cH:82][cH:83][cH:84][cH:85][cH:86]2)([c:87]2[cH:88][cH:89][cH:90][cH:91][cH:92]2)[c:93]2[cH:94][cH:95][cH:96][cH:97][cH:98]2)[cH:99][cH:100]1>>[OH:6][c:7]1[cH:8][c:9]([O:15][CH3:16])[c:10]([S:13][CH3:14])[cH:11][cH:12]1. The reactants are C(=O)(O)CN1C(C(NC=C1)=O)=O (1-carboxymethyl-2,3-dioxo-1,2,3,4-tetrahydropyrazine), C1(=CC=CC=C1)C(=[N+]=[N-])C1=CC=CC=C1 (diphenyldiazomethane), C(C)(=O)OCC (ethyl acetate), O (water). Run in CN(C(C)=O)C (N,N-dimethylacetamide). Reaction conditions: time 15 minute. Product: C1(=CC=CC=C1)C(OC(=O)CN1C(C(NC=C1)=O)=O)C1=CC=CC=C1 (1-diphenylmethyloxycarbonylmethyl-2,3-dioxo-1,2,3,4-tetrahydropyrazine). Isolated yield 56.4%. RXN SMILES: [C:1]([CH2:4][N:5]1[CH:10]=[CH:9][NH:8][C:7](=[O:11])[C:6]1=[O:12])([OH:3])=[O:2].[C:13]1([C:19]([C:22]2[CH:27]=[CH:26][CH:25]=[CH:24][CH:23]=2)=[N+]=[N-])[CH:18]=[CH:17][CH:16]=[CH:15][CH:14]=1.C(OCC)(=O)C.O>CN(C)C(=O)C>[C:13]1([CH:19]([C:22]2[CH:23]=[CH:24][CH:25]=[CH:26][CH:27]=2)[O:2][C:1]([CH2:4][N:5]2[CH:10]=[CH:9][NH:8][C:7](=[O:11])[C:6]2=[O:12])=[O:3])[CH:18]=[CH:17][CH:16]=[CH:15][CH:14]=1. Procedure: To a solution of 2.6 g of 1-carboxymethyl-2,3-dioxo-1,2,3,4-tetrahydropyrazine in 13 ml of N,N-dimethylacetamide was added 3.9 g of diphenyldiazomethane at room temperature, and the mixture was subjected to reaction for for 10 minutes. The reaction mixture was introduced into a mixed solvent of 25 ml of ethyl acetate and 25 ml of water, and the mixture was stirred for 15 minutes. Precipitated crystals were collected by filtration, and washed with 10 ml of ethyl acetate and 10 ml of diethyl ether... Reactants: C(=O)OC (methyl formate), CC1(CC2(C1)CCC2)C(C)=O (2-methyl-2-acetylspiro[3.3]heptane), [H-].[Na+] (sodium hydride). Reagents/catalysts: CO (MeOH). The solvent is CCOCC (ether), CCOCC (ether). Reaction conditions: temperature 25 celsius, time 1.5 hour. Product: CC1(CC2(C1)CCC2)C(CCCCCC)C=CO ((2-methylspiro[3.3]hept-2-yl)(2-hydroxyvinyl)heptane). The yield is 98.6%. RXN SMILES: C([O:3][CH3:4])=O.[CH3:5][C:6]1([C:13](=O)[CH3:14])[CH2:9][C:8]2([CH2:12][CH2:11][CH2:10]2)[CH2:7]1.[H-].[Na+]>CCOCC.CO>[CH3:5][C:6]1([CH:13]([CH:14]=[CH:4][OH:3])[CH2:14][CH2:13][CH2:6][CH2:7][CH2:8][CH3:9])[CH2:9][C:8]2([CH2:12][CH2:11][CH2:10]2)[CH2:7]1 |f:2.3|. Reported procedure: A solution of 7.8 g (130.0 mmol) methyl formate and 4.91 g (32.4 mmol) of 2-methyl-2-acetylspiro[3.3]heptane in 8.0 ml of dry ether was dropped into a slurry of 1.2 g of sodium hydride in 180 ml of ether. A few drops of MeOH were added and the reaction mixture stirred for 1.5 hr at 25° C. The reaction mixture was cooled to -10° C and the reaction quenched by slow addition of water. The layers were separated and the aqueous layer extracted twice with ether. The combined organic extracts were wash...